This data is from the Open Reaction Database (ORD), a public repository of structured organic reaction records. The task is: describe an organic reaction: reactants, conditions, products, and yield Reactants: NCCCNCC=1NC2=C(N1)C=CC=C2 (2-[(3-aminopropyl)aminomethyl]benzimidazole), CN=C=S (methyl isothiocyanate), N1=C(NC2=C1C=CC=C2)CNCCCNC(=NC)NC#N (N-[3-(2-benzimidazolylmethylamino)propyl]-N'-cyano-N"-methylguanidine). The product is N1=C(NC2=C1C=CC=C2)CNCCNC(=NCCN(C)C)NC#N (N-[2-(2-benzimidazolylmethylamino)ethyl]-N'-cyano-N"-(2-dimethylaminoethyl)guanidine). RXN SMILES: NC[CH2:3][CH2:4][NH:5][CH2:6][C:7]1[NH:8][C:9]2[CH:15]=[CH:14][CH:13]=[CH:12][C:10]=2[N:11]=1.[CH3:16][N:17]=[C:18]=S.N1C2C=CC=CC=2NC=1CNC[CH2:32][CH2:33][NH:34][C:35]([NH:38][C:39]#[N:40])=[N:36]C>>[N:8]1[C:9]2[CH:15]=[CH:14][CH:13]=[CH:12][C:10]=2[NH:11][C:7]=1[CH2:6][NH:5][CH2:4][CH2:3][NH:36][C:35]([NH:38][C:39]#[N:40])=[N:34][CH2:33][CH2:32][N:17]([CH3:18])[CH3:16]. Reported procedure: Using in the above procedure, 2-[(3-aminopropyl)aminomethyl]benzimidazole (prepared by reacting 2-chloromethylbenzimidazole with 1,3-diaminopropane) and methyl isothiocyanate, the product is N-[3-(2-benzimidazolylmethylamino)propyl]-N'-cyano-N"-methylguanidine. The reactants are CC1=CC(N(C2=CC=CC=C12)C1=CC=CC=C1)=O (1,2-dihydro-4-methyl-2-oxo-1-phenylquinoline), [H-].[Na+] (sodium hydride), C(OCC)(OCC)=O (diethyl carbonate), resultant solution. The solvent is O (water). The product is O=C1N(C2=CC=CC=C2C(=C1)C(C(=O)OCC)C(=O)OCC)C1=CC=CC=C1 (diethyl 1,2-dihydro-2-oxo-1-phenylquinol-4-ylmalonate). As a reaction SMILES: [CH3:1][C:2]1[C:11]2[C:6](=[CH:7][CH:8]=[CH:9][CH:10]=2)[N:5]([C:12]2[CH:17]=[CH:16][CH:15]=[CH:14][CH:13]=2)[C:4](=[O:18])[CH:3]=1.[H-].[Na+].[C:21](=[O:28])([O:25][CH2:26][CH3:27])OCC>O>[O:18]=[C:4]1[CH:3]=[C:2]([CH:1]([C:21]([O:25][CH2:26][CH3:27])=[O:28])[C:21]([O:25][CH2:26][CH3:27])=[O:28])[C:11]2[C:6](=[CH:7][CH:8]=[CH:9][CH:10]=2)[N:5]1[C:12]1[CH:17]=[CH:16][CH:15]=[CH:14][CH:13]=1 |f:1.2|. Reported procedure: A mixture of 1,2-dihydro-4-methyl-2-oxo-1-phenylquinoline (4.7 g.), sodium hydride (4.8 g., 60% w/w dispersion in oil, washed as in Example 1) and diethyl carbonate (50 ml.) was stirred under reflux for 2 hours. Any excess of sodium hydride was then destroyed by addition of methanol to the cooled suspension, and the mixture was then poured into ether (1 l.). The yellow precipitate was collected by filtration, and washed with ether (200 ml.). It was suspended in ethanol (50 ml.), concentrated hyd... Reactants: COMPOUND 17, C(=O)(C(F)(F)F)O (TFA), [B][B][B][B][B][B][B][B][B][B] (decaborane), NC=1C=C(C=CC1)C(N1CCN(CC1)C(=O)OC(C)(C)C)C1=CC=C(C=C1)C(=O)N(CC)CC (tert-Butyl 4-((3-aminophenyl){4-[(diethylamino)carbonyl]phenyl}methyl)piperazine-1-carboxylate), N1(C=NC=C1)C1=CC=C(C=O)C=C1 (4-(1H-imidazol-1-yl)benzaldehyde). Yields the product C(C)N(C(C1=CC=C(C=C1)[C@H](N1CCNCC1)C1=CC(=CC=C1)NCC1=CC=C(C=C1)N1C=NC=C1)=O)CC (N,N-diethyl-4-[(S)-[3-[[[4-(1H-imidazol-1-yl)phenyl]methyl]amino]-phenyl]-1-piperazinylmethyl]benzamide). Isolated yield 78.7%. As a reaction SMILES: [NH2:1][C:2]1[CH:3]=[C:4]([CH:8]([C:22]2[CH:27]=[CH:26][C:25]([C:28]([N:30]([CH2:33][CH3:34])[CH2:31][CH3:32])=[O:29])=[CH:24][CH:23]=2)[N:9]2[CH2:14][CH2:13][N:12](C(OC(C)(C)C)=O)[CH2:11][CH2:10]2)[CH:5]=[CH:6][CH:7]=1.[N:35]1([C:40]2[CH:47]=[CH:46][C:43]([CH:44]=O)=[CH:42][CH:41]=2)[CH:39]=[CH:38][N:37]=[CH:36]1.[B][B][B][B][B][B][B][B][B][B].C(O)(C(F)(F)F)=O>>[CH2:31]([N:30]([CH2:33][CH3:34])[C:28](=[O:29])[C:25]1[CH:26]=[CH:27][C:22]([C@@H:8]([C:4]2[CH:5]=[CH:6][CH:7]=[C:2]([NH:1][CH2:44][C:43]3[CH:42]=[CH:41][C:40]([N:35]4[CH:39]=[CH:38][N:37]=[CH:36]4)=[CH:47][CH:46]=3)[CH:3]=2)[N:9]2[CH2:10][CH2:11][NH:12][CH2:13][CH2:14]2)=[CH:23][CH:24]=1)[CH3:32] |^3:47,56,^1:48,49,50,51,52,53,54,55|. Procedure details: Using the same method as for COMPOUND 17 and using INTERMEDIATE 5a (206 mg, 0.44 mmol), 4-(1H-imidazol-1-yl)benzaldehyde (83.6 mg, 0.49 mmol), and decaborane (16.4 mg, 0.13 mmol) afforded COMPOUND 53 (181 mg, 42% yield) as its TFA salt. This material was lyophilized from CH3CN/H2O to produce a colourless solid. Purity (HPLC): >99%; Optical purity (Chiral HPLC): >99%; 1H NMR (400 MHz, CD3OD) δ 1.09 (br t, J=6.7 Hz, 3H), 1.21 (br t, J=6.7 Hz, 3H), 2.63 (br s, 4H), 3.15-3.28 (m, 6H), 3.51 (q, J=6.1... The yield is 46.4%. Conditions: time 4.5 hour. Product: C(C1=CC=CC=C1)NC1=C(C(=C2C=3N(C(CO2)C)C=C(C(C13)=O)C(=O)O)C1(CC1)NC(=O)OCC1=CC=CC=C1)F (8-benzylamino-10-(1-benzyloxycarbonylaminocyclopropyl)-9-fluoro- 3-methyl-7-oxo-2,3-dihydro-7H-pyrido[1,2,3-de][1,4]benzoxazine-6-carboxylic acid). As a reaction SMILES: [CH2:1]([O:8][C:9]([NH:11][C:12]1([C:15]2[C:16]([F:34])=[C:17](F)[C:18]3[C:28](=[O:29])[C:27]([C:30]([OH:32])=[O:31])=[CH:26][N:20]4[CH:21]([CH3:25])[CH2:22][O:23][C:24]=2[C:19]=34)[CH2:14][CH2:13]1)=[O:10])[C:2]1[CH:7]=[CH:6][CH:5]=[CH:4][CH:3]=1.[CH2:35]([NH2:42])[C:36]1[CH:41]=[CH:40][CH:39]=[CH:38][CH:37]=1.C(OCC)(=O)C.Cl>CN(C)C=O.O>[CH2:35]([NH:42][C:17]1[C:18]2[C:28](=[O:29])[C:27]([C:30]([OH:32])=[O:31])=[CH:26][N:20]3[CH:21]([CH3:25])[CH2:22][O:23][C:24]([C:19]=23)=[C:15]([C:12]2([NH:11][C:9]([O:8][CH2:1][C:2]3[CH:3]=[CH:4][CH:5]=[CH:6][CH:7]=3)=[O:10])[CH2:14][CH2:13]2)[C:16]=1[F:34])[C:36]1[CH:41]=[CH:40][CH:39]=[CH:38][CH:37]=1. The solvent is O (water), CN(C=O)C (N,N-dimethylformamide). Reported procedure: In 2 ml of N,N-dimethylformamide was dissolved 200 mg of 10-(1-benzyloxycarbonylaminocyclopropyl)-8,9-difluoro-3-methyl-7-oxo-2,3-dihydro-7H-pyrido[1,2,3-de][1,4]benzoxazine-6-carboxylic acid. To the resulting solution was added 319 mg of benzylamine. The resulting mixture was stirred at 90°-100° C. for 4.5 hours. The reaction mixture was added to a mixture of 5 ml of ethyl acetate and 5 ml of water. The resulting mixture was adjusted to pH 1 with 2N hydrochloric acid. The organic layer was sepa... Starting materials: C(C)(=O)OCC (ethyl acetate), Cl (hydrochloric acid), C(C1=CC=CC=C1)N (benzylamine), C(C1=CC=CC=C1)OC(=O)NC1(CC1)C=1C(=C(C2=C3N(C(COC31)C)C=C(C2=O)C(=O)O)F)F (10-(1-benzyloxycarbonylaminocyclopropyl)-8,9-difluoro-3-methyl-7-oxo-2,3-dihydro-7H-pyrido[1,2,3-de][1,4]benzoxazine-6-carboxylic acid).